Dataset: the Open Reaction Database (ORD), a public repository of structured organic reaction records. Task: describe an organic reaction: reactants, conditions, products, and yield Reaction SMILES: [C:1]([NH2:5])(=[O:4])[CH:2]=[CH2:3].[C:6]([O:11][CH2:12][CH2:13][N:14]([CH2:17][CH3:18])[CH2:15][CH3:16])(=[O:10])[C:7]([CH3:9])=[CH2:8].Cl>>[C:1]([NH2:5])(=[O:4])[CH:2]=[CH2:3].[C:6]([O:11][CH2:12][CH2:13][N:14]([CH2:17][CH3:18])[CH2:15][CH3:16])(=[O:10])[C:7]([CH3:9])=[CH2:8] |f:3.4|. Procedure: The procedure described in Reference Example 1 was repeated except that 49.7 g. of acrylamide, 55.8 g. of diethylaminoethyl methacrylate and 31.3 g. of 35 % hydrochloric acid wre employed to give an aqueous solution of acrylamide-diethylaminoethyl methacrylate copolymer having a concentration of 9.9 %, a pH value of 4.6 and a viscosity of 4,500 cP at 25°C. Starting materials: C(C=C)(=O)N (acrylamide), C(C(=C)C)(=O)OCCN(CC)CC (diethylaminoethyl methacrylate), Cl (hydrochloric acid). The product is C(C=C)(=O)N.C(C(=C)C)(=O)OCCN(CC)CC (acrylamide diethylaminoethyl methacrylate). Starting materials: COC(=O)C=1N(C2=C(C=C(C=C2C1)C)[N+](=O)[O-])C(=O)OC(C)(C)C (1-BOC-5-methyl-7-nitro-indole-2-carboxylic acid methyl ester), BrN1C(CCC1=O)=O (N-bromosuccinimide). The reagents and catalysts are CC(C)(C#N)N=NC(C)(C)C#N (AIBN). Solvent: C(Cl)(Cl)(Cl)Cl (carbon tetrachloride). Run at temperature 80 celsius, time 5 hour. The product is COC(=O)C=1N(C2=C(C=C(C=C2C1)CBr)[N+](=O)[O-])C(=O)OC(C)(C)C (1-BOC-5-bromomethyl-7-nitro-indole-2-carboxylic acid methyl ester). The yield is 114.2%. RXN SMILES: [CH3:1][O:2][C:3]([C:5]1[N:6]([C:18]([O:20][C:21]([CH3:24])([CH3:23])[CH3:22])=[O:19])[C:7]2[C:12]([CH:13]=1)=[CH:11][C:10]([CH3:14])=[CH:9][C:8]=2[N+:15]([O-:17])=[O:16])=[O:4].[Br:25]N1C(=O)CCC1=O>C(Cl)(Cl)(Cl)Cl.CC(N=NC(C#N)(C)C)(C#N)C>[CH3:1][O:2][C:3]([C:5]1[N:6]([C:18]([O:20][C:21]([CH3:24])([CH3:23])[CH3:22])=[O:19])[C:7]2[C:12]([CH:13]=1)=[CH:11][C:10]([CH2:14][Br:25])=[CH:9][C:8]=2[N+:15]([O-:17])=[O:16])=[O:4]. Procedure details: 1-BOC-5-methyl-7-nitro-indole-2-carboxylic acid methyl ester (34 g, 101.7 mmol) prepared in Step A was dissolved in carbon tetrachloride (100 mL). N-bromosuccinimide (27.2 g, 152.6 mmol) and AIBN (1.7 g, 10.2 mmol) were added thereto, and the mixture was stirred for 5 h at 80° C. After completion of the reaction, the reaction mixture was distilled under reduced pressure, and purified by column chromatography to give the title compound (48.0 g, Yield 100%). Starting materials: CC(=O)O, CCOc1cc(C(Oc2ccc(C(=N)N)cc2)C(=O)OC)ccc1OC(C)C, O=C(Cl)OCc1ccccc1, ClCCl, [Na+], O=C([O-])O. Product: CCOc1cc(C(Oc2ccc(C(=N)NC(=O)OCc3ccccc3)cc2)C(=O)OC)ccc1OC(C)C. As a reaction SMILES: [C:1]([OH:2])(=[O:3])[CH3:4].[C:5]([NH2:6])(=[NH:7])[c:8]1[cH:9][cH:10][c:11]([O:12][CH:13]([C:14](=[O:15])[O:16][CH3:17])[c:18]2[cH:19][c:20]([O:28][CH2:29][CH3:30])[c:21]([O:24][CH:25]([CH3:26])[CH3:27])[cH:22][cH:23]2)[cH:31][cH:32]1.[Cl:38][C:39](=[O:40])[O:41][CH2:42][c:43]1[cH:44][cH:45][cH:46][cH:47][cH:48]1.[Cl:49][CH2:50][Cl:51].[Na+:37].[O-:33][C:34]([OH:35])=[O:36]>>[C:5](=[NH:6])([NH:7][C:39](=[O:40])[O:41][CH2:42][c:43]1[cH:44][cH:45][cH:46][cH:47][cH:48]1)[c:8]1[cH:9][cH:10][c:11]([O:12][CH:13]([C:14](=[O:15])[O:16][CH3:17])[c:18]2[cH:19][c:20]([O:28][CH2:29][CH3:30])[c:21]([O:24][CH:25]([CH3:26])[CH3:27])[cH:22][cH:23]2)[cH:31][cH:32]1. The reactants are BrC=1C=NC=CC1[N+](=O)[O-] (3-bromo-4-nitro pyridine), Cl (hydrochloride), CO (methanol). Run in aqueous solution, [OH-].[Na+] (sodium hydroxide). Run at time 7 hour. Product: BrC=1C=[N+](C=CC1Cl)[O-] (3-bromo-4-chloro-pyridine-N-oxide). The yield is 97.0%. RXN SMILES: [Br:1][C:2]1[CH:3]=[N:4][CH:5]=[CH:6][C:7]=1[N+]([O-])=O.[ClH:11].C[OH:13]>[OH-].[Na+]>[Br:1][C:2]1[CH:3]=[N+:4]([O-:13])[CH:5]=[CH:6][C:7]=1[Cl:11] |f:3.4|. Procedure details: To a well stirred solution of 3-bromo-4-nitro pyridine (12.0 g, 54.794 mmol) in methanol (120 mL) was bubbled dry hydrochloride gas at about 0-5° C. for about 1-2-hours. The reaction mixture was then stirred at ambient temperature for about 6-8 hours. The solvent was evaporated under reduced pressure, the residue obtained was diluted with 20% aqueous solution of sodium hydroxide (100 mL) and extracted with dichloromethane (3×100 mL). The combined organic layer was washed with water and dried ove... The reactants are COC1(OC)c2ccccc2C2CC2c2ccccc21, Cl, NO, c1ccncc1. Yields the product ON=C1c2ccccc2C2CC2c2ccccc21. Reaction SMILES: [CH3:1][O:2][C:3]1([O:19][CH3:20])[c:4]2[c:5]([cH:15][cH:16][cH:17][cH:18]2)[CH:6]2[CH:7]([c:8]3[c:9]1[cH:10][cH:11][cH:12][cH:13]3)[CH2:14]2.[ClH:21].[NH2:22][OH:23].[cH:24]1[cH:25][cH:26][n:27][cH:28][cH:29]1>>[C:3]1(=[N:22][OH:23])[c:4]2[c:5]([cH:15][cH:16][cH:17][cH:18]2)[CH:6]2[CH:7]([c:8]3[c:9]1[cH:10][cH:11][cH:12][cH:13]3)[CH2:14]2. Yields the product CN(C(CC1=C(C=CC(=C1)CC)NC1=C(C=C(C=C1F)Cl)Br)=O)C (N,N-dimethyl-5-ethyl-2-(2′-bromo-4′-chloro-6′-fluoroanilino)phenylacetamide). As a reaction SMILES: [CH3:1][N:2]([CH3:15])[C:3](=[O:14])[CH2:4][C:5]1[CH:10]=[C:9]([CH2:11][CH3:12])[CH:8]=[CH:7][C:6]=1I.[Br:16][C:17]1[CH:23]=[C:22]([Cl:24])[CH:21]=[C:20]([F:25])[C:18]=1[NH2:19]>>[CH3:1][N:2]([CH3:15])[C:3](=[O:14])[CH2:4][C:5]1[CH:10]=[C:9]([CH2:11][CH3:12])[CH:8]=[CH:7][C:6]=1[NH:19][C:18]1[C:20]([F:25])=[CH:21][C:22]([Cl:24])=[CH:23][C:17]=1[Br:16]. Reported procedure: Ullmann condensation of N,N-dimethyl-5-ethyl-2-iodo-phenylacetamide with 2-bromo-4-chloro-6-fluoroaniline according to the procedure described in Example 1 yields N,N-dimethyl-5-ethyl-2-(2′-bromo-4′-chloro-6′-fluoroanilino)phenylacetamide. Starting materials: CN(C(CC1=C(C=CC(=C1)CC)I)=O)C (N,N-dimethyl-5-ethyl-2-iodo-phenylacetamide), BrC1=C(N)C(=CC(=C1)Cl)F (2-bromo-4-chloro-6-fluoroaniline). Reactants: O=C([O-])[O-], COc1ccc(CCl)cc1, CC#N, CCOC(=O)CC(=O)c1ccc(F)cc1, [K+], [K+]. Product: CCOC(=O)C(Cc1ccc(OC)cc1)C(=O)c1ccc(F)cc1. Reaction SMILES: [C:26](=[O:27])([O-:28])[O-:29].[CH3:16][O:17][c:18]1[cH:19][cH:20][c:21]([CH2:22][Cl:23])[cH:24][cH:25]1.[CH3:32][C:33]#[N:34].[F:1][c:2]1[cH:3][cH:4][c:5]([C:8]([CH2:9][C:10](=[O:11])[O:12][CH2:13][CH3:14])=[O:15])[cH:6][cH:7]1.[K+:30].[K+:31]>>[F:1][c:2]1[cH:3][cH:4][c:5]([C:8]([CH:9]([C:10](=[O:11])[O:12][CH2:13][CH3:14])[CH2:22][c:21]2[cH:20][cH:19][c:18]([O:17][CH3:16])[cH:25][cH:24]2)=[O:15])[cH:6][cH:7]1. The reactants are O (water), CC(COC1OCCCC1)(C)C1=CC=C(C=C1)CCC1CO1 (4-{4'-[1,1-dimethyl-2-(tetrahydropyran-2-yl)oxyethyl]phenyl}-1,2-epoxy butane), COC(C1=CC=C(C=C1)O)=O (4-hydroxybenzoic acid methyl ester), [Na].COC(C1=CC=C(C=C1)O)=O (4-hydroxy benzoic acid methyl ester sodium salt). The solvent is CN(C=O)C (dimethyl formamide), C(C)(=O)OCC (ethyl acetate). Yields the product COC(C1=C(C=C(C=C1)C1=CC=C(C=C1)C(COC1OCCCC1)(C)C)OCC(CC)O)=O (4-{4'-[1,1-dimethyl-2-(tetrahydropyran-2-yl)oxyethyl]phenyl}-2-hydroxybutoxy-benzoic acid methyl ester). Reaction SMILES: [CH3:1][C:2]([C:12]1[CH:17]=[CH:16][C:15]([CH2:18][CH2:19][CH:20]2[O:22][CH2:21]2)=[CH:14][CH:13]=1)([CH3:11])[CH2:3][O:4][CH:5]1[CH2:10][CH2:9][CH2:8][CH2:7][O:6]1.[CH3:23][O:24][C:25](=[O:33])[C:26]1C=CC(O)=[CH:28][CH:27]=1.[Na].C[O:36][C:37](=O)[C:38]1C=CC(O)=C[CH:39]=1.O>CN(C)C=O.C(OCC)(=O)C>[CH3:23][O:24][C:25](=[O:33])[C:26]1[CH:27]=[CH:28][C:18]([C:15]2[CH:14]=[CH:13][C:12]([C:2]([CH3:11])([CH3:1])[CH2:3][O:4][CH:5]3[CH2:10][CH2:9][CH2:8][CH2:7][O:6]3)=[CH:17][CH:16]=2)=[CH:19][C:20]=1[O:22][CH2:21][CH:37]([OH:36])[CH2:38][CH3:39] |f:2.3,^1:33|. Procedure: 30.4 g (0.100 Mol) 4-{4'-[1,1-dimethyl-2-(tetrahydropyran-2-yl)oxyethyl]phenyl}-1,2-epoxy butane, 15.2 g (0.100 Mol) 4-hydroxybenzoic acid methyl ester and 1.74 g (0.010 Mol) 4-hydroxy benzoic acid methyl ester sodium salt are heated in 100 ml dimethyl formamide for 23 hours while stirring to 100°-110° C. The cooled reaction mixture is poured into water, the precipitating product taken up in ethyl acetate and the organic phase washed with water. After drying over sodium sulfate the solvent is re... Starting materials: Cl (HCl), C(C)(C)(C)OC(=O)N1C[C@@H](CC1)OC([C@@](C1=CC=CC=C1)(O)C1CCCC1)=O ((R)-3-((R)-2-Cyclopentyl-2-hydroxy-2-phenylacetoxy)pyrrolidine-1-carboxylic acid t-butyl ester), CCOC(=O)C (EtOAc). Solvent: O1CCOCC1 (1,4-dioxane), O1CCOCC1 (1,4-dioxane). Reaction conditions: temperature 0 celsius, time 8 hour. Yields the product Cl.N1C[C@@H](CC1)OC([C@@](C1=CC=CC=C1)(O)C1CCCC1)=O ((R)-Cyclopentylhydroxyphenylacetic Acid (R)-pyrrolidin-3-yl Ester-HCl). Reaction SMILES: C(OC([N:8]1[CH2:12][CH2:11][C@@H:10]([O:13][C:14](=[O:28])[C@:15]([CH:23]2[CH2:27][CH2:26][CH2:25][CH2:24]2)([OH:22])[C:16]2[CH:21]=[CH:20][CH:19]=[CH:18][CH:17]=2)[CH2:9]1)=O)(C)(C)C.[ClH:29].CCOC(C)=O>O1CCOCC1>[ClH:29].[NH:8]1[CH2:12][CH2:11][C@@H:10]([O:13][C:14](=[O:28])[C@:15]([CH:23]2[CH2:24][CH2:25][CH2:26][CH2:27]2)([OH:22])[C:16]2[CH:17]=[CH:18][CH:19]=[CH:20][CH:21]=2)[CH2:9]1 |f:4.5|. Procedure details: (R)-3-((R)-2-Cyclopentyl-2-hydroxy-2-phenylacetoxy)pyrrolidine-1-carboxylic acid t-butyl ester (50 g) was dissolved in 150 ml of 1,4-dioxane. The solution was cooled to 0° C., then 75 ml of 4N HCl in 1,4-dioxane was slowly added. The mixture was stirred overnight at room temperature. The solution was concentrated to 100 ml, followed by the addition of 200 ml EtOAc. The solution was heated at 50° C. for 15 minutes, and allowed to cool to room temperature and stand for 72 hours. The white solid pr...